Dataset: the Open Reaction Database (ORD), a public repository of structured organic reaction records. Task: describe an organic reaction: reactants, conditions, products, and yield Solvent: ClCCl (dichloromethane). Starting materials: [N+](=O)([O-])C1=C(NN=C1)C(=O)O (4-Nitro-2H-pyrazole-3-carboxylic acid), C(C(=O)Cl)(=O)Cl (oxalyl chloride), CN(C=O)C (N,N-dimethylformamide). Reaction conditions: time 2 hour. Reported procedure: 4-Nitro-2H-pyrazole-3-carboxylic acid (2.72 g, 17.4 mmol) was added to a solution of oxalyl chloride (2.42 mL, 27.7 mmol) and N,N-dimethylformamide (80 μL) in dichloromethane (45 mL) and the reaction mixture stirred at room temperature for 2 hours. The reaction mixture was concentrated in vacuo and azeotroped from dichloromethane (3×100 mL). The crude product was dissolved in tetrahydrofuran, cooled in an ice bath, and treated with 0.880 ammonia solution (20 mL). The reaction mixture was stirred... Yields the product [N+](=O)([O-])C1=C(NN=C1)C(=O)N (4-Nitro-2H-pyrazole-3-carboxamide). As a reaction SMILES: [N+:1]([C:4]1[CH:8]=[N:7][NH:6][C:5]=1[C:9]([OH:11])=O)([O-:3])=[O:2].C(Cl)(=O)C(Cl)=O.C[N:19](C)C=O>ClCCl>[N+:1]([C:4]1[CH:8]=[N:7][NH:6][C:5]=1[C:9]([NH2:19])=[O:11])([O-:3])=[O:2]. The reactants are ClCCl (dichloromethane), C1(=CC=C(C=C1)S(=O)(=O)N1C(=CC=2C1=NC=CC2)C=2N(C=CC2)CC(=O)OC(C)(C)C)C ([2-(1-(toluene-4-sulfonyl)-1H-pyrrolo[2,3-b]pyridin-2-yl)-pyrrol-1-yl]-acetic acid, tert-butyl ester), Cl (hydrochloric acid). The solvent is [OH-].[K+] (potassium hydroxide). Run at time 19 hour. The product is N1C(=CC=2C1=NC=CC2)C=2N(C=CC2)CC(=O)O ([2-(1H-Pyrrolo[2,3-b]pyridin-2-yl)-pyrrol-1-yl]-acetic acid). The yield is 64.1%. Reaction SMILES: C1(C)C=CC(S([N:10]2[C:14]3=[N:15][CH:16]=[CH:17][CH:18]=[C:13]3[CH:12]=[C:11]2[C:19]2[N:20]([CH2:24][C:25]([O:27]C(C)(C)C)=[O:26])[CH:21]=[CH:22][CH:23]=2)(=O)=O)=CC=1.ClCCl.Cl>[OH-].[K+]>[NH:10]1[C:14]2=[N:15][CH:16]=[CH:17][CH:18]=[C:13]2[CH:12]=[C:11]1[C:19]1[N:20]([CH2:24][C:25]([OH:27])=[O:26])[CH:21]=[CH:22][CH:23]=1 |f:3.4|. Reported procedure: A suspension of [2-(1-(toluene-4-sulfonyl)-1H-pyrrolo[2,3-b]pyridin-2-yl)-pyrrol-1-yl]-acetic acid, tert-butyl ester [400 mg, Reference Example 76] in methanolic potassium hydroxide solution (15.4 mL, 100 mg/mL) was agitated for 19 hours at room temperature then treated with dichloromethane (15 mL). This mixture was titrated with aqueous hydrochloric acid (1N) to adjust the pH to 2, then decanted. The organic phase was separated and the aqueous phase was extracted with dichloromethane (10 mL). T... The reactants are Wittig reagent, COC1=C(C=C(C=C1)C(=O)C1=CC(=C(C=C1)OC)OCC)[N+](=O)[O-] ((4-methoxy-3-nitro-phenyl)-(3-ethoxy-4-methoxy-phenyl)-methanone), ice water, [Br-].C1(=CC=CC=C1)C(C1=CC=CC=C1)(C1=CC=CC=C1)[PH3+] (triphenylmethylphosphonium bromide), C[Si](C)(C)[N-][Si](C)(C)C.[Li+] (lithium bis(trimethylsilyl)amide). Solvent: C1CCOC1 (THF), C1CCOC1 (THF). Conditions: time 40 minute. Product: C(C)OC=1C=C(C=CC1OC)C(=C)C1=CC(=C(C=C1)OC)[N+](=O)[O-] (1-(3-ethoxy-4-methoxy-phenyl)-1-(3-nitro-4-methoxy-phenyl)-ethene). Isolated yield 65.1%. As a reaction SMILES: [Br-].[C:2]1(C([PH3+])(C2C=CC=CC=2)C2C=CC=CC=2)C=CC=CC=1.C[Si]([N-][Si](C)(C)C)(C)C.[Li+].[CH3:32][O:33][C:34]1[CH:39]=[CH:38][C:37]([C:40]([C:42]2[CH:47]=[CH:46][C:45]([O:48][CH3:49])=[C:44]([O:50][CH2:51][CH3:52])[CH:43]=2)=O)=[CH:36][C:35]=1[N+:53]([O-:55])=[O:54]>C1COCC1>[CH2:51]([O:50][C:44]1[CH:43]=[C:42]([C:40]([C:37]2[CH:38]=[CH:39][C:34]([O:33][CH3:32])=[C:35]([N+:53]([O-:55])=[O:54])[CH:36]=2)=[CH2:2])[CH:47]=[CH:46][C:45]=1[O:48][CH3:49])[CH3:52] |f:0.1,2.3|. Reported procedure: To a stirred suspension of triphenylmethylphosphonium bromide (1.8 g, 5.1 mmol) in THF (30 mL) in an ice bath was added lithium bis(trimethylsilyl)amide (1.0M solution in THF, 5.1 mL, 5.1 mmol) dropwise. The mixture was stirred at room temperature for 40 min. The Wittig reagent was then added slowly to a stirred suspension of (4-methoxy-3-nitro-phenyl)-(3-ethoxy-4-methoxy-phenyl)-methanone (1.4 g, 4.2 mmol) in THF (30 mL) in an ice bath. The mixture was stirred at room temperature for 5 hr. The ... Starting materials: BrC=1C=C2C(=NC1Cl)OC(=C2C(=O)OC)C2=CC=C(C=C2)F (methyl 5-bromo-6-chloro-2-(4-fluorophenyl)furo[2,3-b]pyridine-3-carboxylate), BrC=1C=C2C(=NC1Cl)OC(=C2)C2=CC=C(C=C2)F (5-bromo-6-chloro-2-(4-fluorophenyl)furo[2,3-b]pyridine), [OH-].[Na+] (NaOH). Run in C(Cl)Cl (DCM), CC(=O)O (AcOH), C1CCOC1 (THF), CO (MeOH), CO (MeOH). Run at temperature 65 celsius, time 1 hour. The product is BrC=1C=C2C(=NC1Cl)OC(=C2C(=O)O)C2=CC=C(C=C2)F (5-bromo-6-chloro-2-(4-fluorophenyl)furo[2,3-b]pyridine-3-carboxylic acid). Isolated yield 80.6%. Reaction SMILES: [Br:1][C:2]1[CH:3]=[C:4]2[C:11]([C:12]([O:14]C)=[O:13])=[C:10]([C:16]3[CH:21]=[CH:20][C:19]([F:22])=[CH:18][CH:17]=3)[O:9][C:5]2=[N:6][C:7]=1[Cl:8].BrC1C=C2C=C(C3C=CC(F)=CC=3)OC2=NC=1Cl.[OH-].[Na+]>C(Cl)Cl.CC(O)=O.CO.C1COCC1>[Br:1][C:2]1[CH:3]=[C:4]2[C:11]([C:12]([OH:14])=[O:13])=[C:10]([C:16]3[CH:21]=[CH:20][C:19]([F:22])=[CH:18][CH:17]=3)[O:9][C:5]2=[N:6][C:7]=1[Cl:8] |f:2.3|. Reported procedure: A 4:1 inseparable mixture of methyl 5-bromo-6-chloro-2-(4-fluorophenyl)furo[2,3-b]pyridine-3-carboxylate (2.38 g, 6.19 mmol) and 5-bromo-6-chloro-2-(4-fluorophenyl)furo[2,3-b]pyridine (0.265 g, 0.812 mmol) was taken up in a 1:1:1 mixture of MeOH (50 mL), THF (50 mL), 1M NaOH (50 mL). The entire mixture was heated in an oil bath to an internal temp of 65° C. This mixture was allowed to stir at this temp for 1 h. The solution was then concentrated to an aqueous mixture. This mixture was diluted wi...